Dataset: the Open Reaction Database (ORD), a public repository of structured organic reaction records. Task: describe an organic reaction: reactants, conditions, products, and yield Starting materials: compound 10, NC1=C(OCCCC(=O)OCC)C=CC=C1 (ethyl 4-(2-aminophenoxy)butyrate), CC(CN1C=CC2=CC(=CC=C12)/C(=C/C(=O)O)/C)(C)C (3-[1-(2,2-dimethylpropyl)indol-5-yl]isocrotonic acid). The product is CC(CN1C=CC2=CC(=CC=C12)/C(=C/C(=O)NC1=C(OCCCC(=O)O)C=CC=C1)/C)(C)C (4-{2-[3-[1-(2,2-dimethylpropyl)indol-5-yl]isocrotonoylamino]phenoxy}butyric acid). Reaction SMILES: [NH2:1][C:2]1[CH:16]=[CH:15][CH:14]=[CH:13][C:3]=1[O:4][CH2:5][CH2:6][CH2:7][C:8]([O:10]CC)=[O:9].[CH3:17][C:18]([CH3:36])([CH3:35])[CH2:19][N:20]1[C:28]2[C:23](=[CH:24][C:25](/[C:29](/[CH3:34])=[CH:30]/[C:31](O)=[O:32])=[CH:26][CH:27]=2)[CH:22]=[CH:21]1>>[CH3:17][C:18]([CH3:36])([CH3:35])[CH2:19][N:20]1[C:28]2[C:23](=[CH:24][C:25](/[C:29](/[CH3:34])=[CH:30]/[C:31]([NH:1][C:2]3[CH:16]=[CH:15][CH:14]=[CH:13][C:3]=3[O:4][CH2:5][CH2:6][CH2:7][C:8]([OH:10])=[O:9])=[O:32])=[CH:26][CH:27]=2)[CH:22]=[CH:21]1. Reported procedure: 1.74 g of compound 10 was obtained in a similar manner to those described in the Examples 1 and 2 using 3.16 g of ethyl 4-(2-aminophenoxy)butyrate and 1.93 g of 3-[1-(2,2-dimethylpropyl)indol-5-yl]isocrotonic acid obtained according to the procedures described in the Reference Examples 1-4. Reactants: O=C([O-])O, CN(C)C=O, Cc1oc(-c2ccccc2)nc1COc1ccc(CCl)cc1, Cl, [H-], [Na+], [Na+], CCOC(=O)C(=NO)c1ccc(OC)cc1. Yields the product CCOC(=O)C(=NOCc1ccc(OCc2nc(-c3ccccc3)oc2C)cc1)c1ccc(OC)cc1. As a reaction SMILES: [C:42](=[O:43])([OH:44])[O-:45].[CH3:47][N:48]([CH3:49])[CH:50]=[O:51].[Cl:19][CH2:20][c:21]1[cH:22][cH:23][c:24]([O:25][CH2:26][c:27]2[n:28][c:29](-[c:33]3[cH:34][cH:35][cH:36][cH:37][cH:38]3)[o:30][c:31]2[CH3:32])[cH:39][cH:40]1.[ClH:41].[H-:1].[Na+:2].[Na+:46].[OH:3][N:4]=[C:5]([C:6](=[O:7])[O:8][CH2:9][CH3:10])[c:11]1[cH:12][cH:13][c:14]([O:17][CH3:18])[cH:15][cH:16]1>>[O:3]([N:4]=[C:5]([C:6](=[O:7])[O:8][CH2:9][CH3:10])[c:11]1[cH:12][cH:13][c:14]([O:17][CH3:18])[cH:15][cH:16]1)[CH2:20][c:21]1[cH:22][cH:23][c:24]([O:25][CH2:26][c:27]2[n:28][c:29](-[c:33]3[cH:34][cH:35][cH:36][cH:37][cH:38]3)[o:30][c:31]2[CH3:32])[cH:39][cH:40]1.